The task is: describe an organic reaction: reactants, conditions, products, and yield. This data is from the Open Reaction Database (ORD), a public repository of structured organic reaction records. The reactants are oil, [H-].[Na+] (sodium hydride), oil, [H-].[Na+] (sodium hydride), [H-].[Na+] (sodium hydride), O1CCCC1 (tetrahydrofuran), CC(C)(C)NC=1OC(=C(N1)C(F)(F)F)C(=O)OCC (ethyl 2-[(1,1-dimethylethyl)amino]-4-trifluoromethyl-5-oxazolecarboxylate), [H-].[Na+] (sodium hydride), O1CCCC1 (tetrahydrofuran), O1CCCC1 (tetrahydrofuran), CI (methyl iodide). Run in petroleum ether. Run at temperature 0 celsius, time 0.5 hour. Product: CC(C)(C)N(C=1OC(=C(N1)C(F)(F)F)C(=O)OCC)C (Ethyl 2-[(1,1-dimethylethyl)methylamino]-4-trifluoromethyl-5-oxazolecarboxylate). Reaction SMILES: [H-].[Na+].O1CCC[CH2:4]1.[CH3:8][C:9]([NH:12][C:13]1[O:14][C:15]([C:22]([O:24][CH2:25][CH3:26])=[O:23])=[C:16]([C:18]([F:21])([F:20])[F:19])[N:17]=1)([CH3:11])[CH3:10].CI>>[CH3:11][C:9]([N:12]([CH3:4])[C:13]1[O:14][C:15]([C:22]([O:24][CH2:25][CH3:26])=[O:23])=[C:16]([C:18]([F:20])([F:21])[F:19])[N:17]=1)([CH3:8])[CH3:10] |f:0.1|. Procedure: A 50% oil dispersion of sodium hydride (0.38 g; 7.9 mmol) was washed three times with petroleum ether under a nitrogen atmosphere. The oil-free sodium hydride was suspended in 15 mol anhydrous tetrahydrofuran in a reaction vessel cooled in an ice bath. Then, with the sodium hydride suspension at 0° C. and stirred, there was added dropwise 25 ml anhydrous tetrahydrofuran containing 2.0 g (7.15 mmol) of ethyl 2-[(1,1-dimethylethyl)amino]-4-trifluoromethyl-5-oxazolecarboxylate (as prepared in Examp... The reactants are CC(C)(C)OC(=O)COc1cc(NS(=O)(=O)c2cccs2)c2ccccc2c1O, Cl, C1COCCO1. Yields the product O=C(O)COc1cc(NS(=O)(=O)c2cccs2)c2ccccc2c1O. Reaction SMILES: [C:1]([CH3:2])([CH3:3])([CH3:4])[O:5][C:6]([CH2:7][O:8][c:9]1[c:10]([OH:28])[c:11]2[cH:12][cH:13][cH:14][cH:15][c:16]2[c:17]([NH:19][S:20](=[O:21])(=[O:22])[c:23]2[s:24][cH:25][cH:26][cH:27]2)[cH:18]1)=[O:29].[ClH:36].[O:30]1[CH2:31][CH2:32][O:33][CH2:34][CH2:35]1>>[O:5]=[C:6]([CH2:7][O:8][c:9]1[c:10]([OH:28])[c:11]2[cH:12][cH:13][cH:14][cH:15][c:16]2[c:17]([NH:19][S:20](=[O:21])(=[O:22])[c:23]2[s:24][cH:25][cH:26][cH:27]2)[cH:18]1)[OH:29]. The reactants are COC(=O)c1cnc2[nH]c(C(CC3CCCC3)c3ccc(S(C)(=O)=O)cc3)cc2c1, CCOC(C)=O, Cl, [Na+], C1CCOC1, [OH-]. Product: CS(=O)(=O)c1ccc(C(CC2CCCC2)c2cc3cc(C(=O)O)cnc3[nH]2)cc1. RXN SMILES: [CH3:1][O:2][C:3](=[O:4])[c:5]1[cH:6][c:7]2[c:8]([n:9][cH:10]1)[nH:11][c:12]([CH:14]([CH2:15][CH:16]1[CH2:17][CH2:18][CH2:19][CH2:20]1)[c:21]1[cH:22][cH:23][c:24]([S:27](=[O:28])(=[O:29])[CH3:30])[cH:25][cH:26]1)[cH:13]2.[CH3:39][CH2:40][O:41][C:42](=[O:43])[CH3:44].[ClH:31].[Na+:38].[O:32]1[CH2:33][CH2:34][CH2:35][CH2:36]1.[OH-:37]>>[O:2]=[C:3]([OH:4])[c:5]1[cH:6][c:7]2[c:8]([n:9][cH:10]1)[nH:11][c:12]([CH:14]([CH2:15][CH:16]1[CH2:17][CH2:18][CH2:19][CH2:20]1)[c:21]1[cH:22][cH:23][c:24]([S:27](=[O:28])(=[O:29])[CH3:30])[cH:25][cH:26]1)[cH:13]2.